This data is from the Open Reaction Database (ORD), a public repository of structured organic reaction records. The task is: describe an organic reaction: reactants, conditions, products, and yield The reactants are NC1=CC=C(CCO)C=C1 (4-Aminophenethyl alcohol), C(=O)(OCC1=CC=CC=C1)Cl (carbobenzoxy chloride), [OH-].[Na+] (sodium hydroxide). The solvent is C(C)(=O)OCC (ethyl acetate). Yields the product C(C1=CC=CC=C1)OC(=O)NC1=CC=C(CCO)C=C1 (4-benzyloxycarbonylaminophenethyl alcohol), product. Yield: 65.0%. RXN SMILES: [NH2:1][C:2]1[CH:10]=[CH:9][C:5]([CH2:6][CH2:7][OH:8])=[CH:4][CH:3]=1.[OH-].[Na+].[C:13](Cl)([O:15][CH2:16][C:17]1[CH:22]=[CH:21][CH:20]=[CH:19][CH:18]=1)=[O:14]>C(OCC)(=O)C>[CH2:16]([O:15][C:13]([NH:1][C:2]1[CH:10]=[CH:9][C:5]([CH2:6][CH2:7][OH:8])=[CH:4][CH:3]=1)=[O:14])[C:17]1[CH:22]=[CH:21][CH:20]=[CH:19][CH:18]=1 |f:1.2|. Procedure details: 4-Aminophenethyl alcohol (3.5 g) was dissolved in ethyl acetate (60 ml), to which was added 1N sodium hydroxide (50 ml). To the mixture was added, while stirring at room temperature, carbobenzoxy chloride (4.5 g). The mixture was stirred for 30 minutes. The organic layer was then separated, washed with water and dried over anhydrous sodium sulfate. The solvent was distilled off to leave 4-benzyloxycarbonylaminophenethyl alcohol (4.5 g) as a liver brown crystalline product (4.5 g), RXN SMILES: Br[C:2]1[CH:7]=[CH:6][CH:5]=[C:4]([CH2:8][F:9])[N:3]=1.[CH2:10]([C:14]1[CH:23]=[N:22][C:21]2[C:16](=[CH:17][C:18]([F:25])=[C:19]([F:24])[CH:20]=2)[N:15]=1)[CH2:11][C:12]#[CH:13]>>[F:24][C:19]1[CH:20]=[C:21]2[C:16](=[CH:17][C:18]=1[F:25])[N:15]=[C:14]([CH2:10][CH2:11][C:12]#[C:13][C:2]1[CH:7]=[CH:6][CH:5]=[C:4]([CH2:8][F:9])[N:3]=1)[CH:23]=[N:22]2. Product: FC=1C=C2N=CC(=NC2=CC1F)CCC#CC1=NC(=CC=C1)CF (6,7-difluoro-2-(4-(6-(fluoromethyl)pyridin-2-yl)but-3-ynyl)quinoxaline). Starting materials: BrC1=NC(=CC=C1)CF (2-bromo-6-(fluoromethyl)-pyridine), C(CC#C)C1=NC2=CC(=C(C=C2N=C1)F)F (2-but-3-ynyl-6,7-difluoro-quinoxaline). Reported procedure: The title compound was prepared in accordance with the general method of Example 108(C), from 2-bromo-6-(fluoromethyl)-pyridine (70 mg, 0.37 mmol) and 2-but-3-ynyl-6,7-difluoro-quinoxaline (80 mg, 0.37 mmol). Microwave conditions: 120° C. for 15 minutes. The crude residue was purified by flash chromatography (cyclohexane/AcOEt 3:2) to yield 16 mg (50 μmol, 14%) of 6,7-difluoro-2-(4-(6-(fluoromethyl)pyridin-2-yl)but-3-ynyl)quinoxaline as a yellow solid (M.P.: 134.9-138.5° C.). Reaction conditions: time 15 minute. The yield is 13.5%. Reactants: O1C=C(C=C1)C(=O)N (3-Furancarboxamide), C(C(=O)Cl)(=O)Cl (oxalyl chloride). Run in ClCCl (dichloromethane). Yields the product O1C=C(C=C1)C(=O)N=C=O (3-furoyl isocyanate). Reaction SMILES: [O:1]1[CH:5]=[CH:4][C:3]([C:6]([NH2:8])=[O:7])=[CH:2]1.C(Cl)(=O)[C:10](Cl)=[O:11]>ClCCl>[O:1]1[CH:5]=[CH:4][C:3]([C:6]([N:8]=[C:10]=[O:11])=[O:7])=[CH:2]1. Reported procedure: 3-Furancarboxamide (167 mg) was suspended in dichloromethane (10 ml), followed by addition of oxalyl chloride (0.20 ml) under ice-cooling, and the temperature of the reaction mixture was raised to room temperature. The reaction mixture was refluxed for 10 hours and the solvent was distilled off to give crude 3-furoyl isocyanate. In the same manner as in Example 8, the above product was reacted with fumagillol (213 mg) with stirring at room temperature for 30 minutes. Purification by silica gel c... The reactants are B(Br)(Br)Br (Boron tribromide), C(C1=CC=CC=C1)N1C(N(C=2C(C1=O)=C1N(N2)CCN1)CCCC)=O (3-benzyl-1-butyl-1,2,3,4,6,7-hexahydroimidazo[2',1':5,1]pyrazolo[3,4-d]pyrimidine2,4-dione). Solvent: CO (methanol). The product is C(CCC)N1C(NC(C=2C1=NN1C2NCC1)=O)=O (1-Butyl-1,2,3,4,6,7-hexahydro-5H-imidazo[2',1':5,1]pyrazolo[3,4-d]pyrimidine-2,4-dione). Isolated yield 27.2%. Reaction SMILES: B(Br)(Br)Br.C([N:12]1[C:17](=[O:18])[C:16]2=[C:19]3[NH:24][CH2:23][CH2:22][N:20]3[N:21]=[C:15]2[N:14]([CH2:25][CH2:26][CH2:27][CH3:28])[C:13]1=[O:29])C1C=CC=CC=1>CO>[CH2:25]([N:14]1[C:15]2=[N:21][N:20]3[CH2:22][CH2:23][NH:24][C:19]3=[C:16]2[C:17](=[O:18])[NH:12][C:13]1=[O:29])[CH2:26][CH2:27][CH3:28]. Procedure details: Boron tribromide (0.35 ml) was added to a stirred suspension of 3-benzyl-1-butyl-1,2,3,4,6,7-hexahydroimidazo[2',1':5,1]pyrazolo[3,4-d]pyrimidine2,4-dione (0.5 g) at room temperature. The reaction mixture was refluxed for 19 hours and there was cooled to room temperature, followed by addition of methanol (5 ml). The mixture was stirred for a while, then concentrated to dryness. The residue was dissolved in ethyl acetate, washed with water, dried and concentrated to give crude crystals, followed ... Starting materials: CC(C)(C)OC(=O)NCC(=O)NC1CCN(Cc2ccc(Cl)cc2)C1, CO, Cl, C1COCCO1. Product: NCC(=O)NC1CCN(Cc2ccc(Cl)cc2)C1. As a reaction SMILES: [C:8]([O:9][C:10](=[O:11])[NH:15][CH2:16][C:17](=[O:18])[NH:19][CH:20]1[CH2:21][N:22]([CH2:25][c:26]2[cH:27][cH:28][c:29]([Cl:32])[cH:30][cH:31]2)[CH2:23][CH2:24]1)([CH3:12])([CH3:13])[CH3:14].[CH3:33][OH:34].[ClH:1].[O:2]1[CH2:3][CH2:4][O:5][CH2:6][CH2:7]1>>[NH2:15][CH2:16][C:17](=[O:18])[NH:19][CH:20]1[CH2:21][N:22]([CH2:25][c:26]2[cH:27][cH:28][c:29]([Cl:32])[cH:30][cH:31]2)[CH2:23][CH2:24]1. Starting materials: CO, [Na+], [OH-], O, COC(=O)c1cn2c(-c3ccccc3)ncc2c2ccccc12. The product is O=C(O)c1cn2c(-c3ccccc3)ncc2c2ccccc12. Reaction SMILES: [CH3:26][OH:27].[Na+:25].[OH-:24].[OH2:28].[c:1]1(-[c:7]2[n:8][cH:9][c:10]3[n:11]2[cH:12][c:13]([C:20](=[O:21])[O:22][CH3:23])[c:14]2[cH:15][cH:16][cH:17][cH:18][c:19]32)[cH:2][cH:3][cH:4][cH:5][cH:6]1>>[c:1]1(-[c:7]2[n:8][cH:9][c:10]3[n:11]2[cH:12][c:13]([C:20](=[O:21])[OH:22])[c:14]2[cH:15][cH:16][cH:17][cH:18][c:19]32)[cH:2][cH:3][cH:4][cH:5][cH:6]1. The reactants are CC(=O)OCC(=O)C(Cc1ccc2c(c1)OC(F)(F)O2)C(=O)OC(C)(C)C, CCO. Yields the product CC(=O)OCC(O)C(Cc1ccc2c(c1)OC(F)(F)O2)C(=O)OC(C)(C)C. As a reaction SMILES: [C:1]([CH3:2])(=[O:3])[O:4][CH2:5][C:6]([CH:7]([CH2:8][c:9]1[cH:10][c:11]2[c:12]([cH:18][cH:19]1)[O:13][C:14]([F:16])([F:17])[O:15]2)[C:20](=[O:21])[O:22][C:23]([CH3:24])([CH3:25])[CH3:26])=[O:27].[CH3:28][CH2:29][OH:30]>>[C:1]([CH3:2])(=[O:3])[O:4][CH2:5][CH:6]([CH:7]([CH2:8][c:9]1[cH:10][c:11]2[c:12]([cH:18][cH:19]1)[O:13][C:14]([F:16])([F:17])[O:15]2)[C:20](=[O:21])[O:22][C:23]([CH3:24])([CH3:25])[CH3:26])[OH:27].